The task is: describe an organic reaction: reactants, conditions, products, and yield. This data is from the Open Reaction Database (ORD), a public repository of structured organic reaction records. Starting materials: C(\C=C(/C)\CCC=C(C)C)C/C(=C/CC/C(=C/CO)/C)/C (Geranylgeranyl alcohol), CC12CC3CC(C1)(CC(C3)(C2)N)C (memantine), C1=CN(C=N1)C(=O)N2C=CN=C2 (CDI), CN1CCN(CC1)C(=O)OCC=C(CCC=C(CCC=C(CCC=C(C)C)C)C)C (3,7,11,15-tetramethylhexadeca-2,6,10,14-tetraen-1-yl 4-methylpiperazine-1-carboxylate). Yields the product CC12CC3(CC(CC(C1)(C3)C)C2)NC(OC\C=C(\CC\C=C(\CC\C=C(\CCC=C(C)C)/C)/C)/C)=O ((2E,6E,10E)-3,7,11,15-tetramethylhexadeca-2,6,10,14-tetraen-1-yl (3,5-dimethyladamantan-1-yl)carbamate). As a reaction SMILES: CN1[CH2:7][CH2:6][N:5]([C:8]([O:10][CH2:11][CH:12]=[C:13]([CH3:30])[CH2:14][CH2:15][CH:16]=[C:17]([CH3:29])[CH2:18][CH2:19][CH:20]=[C:21]([CH3:28])[CH2:22][CH2:23][CH:24]=[C:25]([CH3:27])[CH3:26])=[O:9])CC1.C(C/C(/C)=C/CC/C(/C)=C/CO)/C=C(/CCC=C(C)C)\C.[CH3:52][C:53]12[CH2:62]C3(N)[CH2:61][CH:55]([CH2:56][C:57](C)([CH2:59]3)[CH2:58]1)[CH2:54]2.C1N=CN(C(N2C=NC=C2)=O)C=1>>[CH3:52][C:53]12[CH2:58][CH:57]3[CH2:56][C:55]([CH3:61])([CH2:7][C:6]([NH:5][C:8](=[O:9])[O:10][CH2:11]/[CH:12]=[C:13](\[CH3:30])/[CH2:14][CH2:15]/[CH:16]=[C:17](\[CH3:29])/[CH2:18][CH2:19]/[CH:20]=[C:21](\[CH3:28])/[CH2:22][CH2:23][CH:24]=[C:25]([CH3:26])[CH3:27])([CH2:59]3)[CH2:62]1)[CH2:54]2. Procedure details: Similar to the preparation of 40a, the reaction of alcohol 1 with memantine and CDI afforded the desired compound 41 as a viscous oil. Column (DCM/MeOH); TLC Rf: 0.70 (10% EtOAc/Hexanes). Procedure details: A mixture of N-[(1,3,4,9-tetrahydro-1-methylpyrano[3,4-b]indol-1-yl)methyl]-cyclohexancarboxamide(1.3 g, described in Example 6) and phosphorus oxychloride (50 ml) is refluxed for 60 minutes and evaporated. The residue is dissolved in chloroform. This solution is washed quickly with 5% sodium hydroxide, dried over magnesium sulfate, filtered and evaporated. The residue is chromatographed on silica gel using chloroform and the eluates are evaporated to give the title compound (0.70 g), nmr(CDCl3)... As a reaction SMILES: [CH3:1][C:2]1([CH2:15][NH:16][C:17]([CH:19]2[CH2:24][CH2:23][CH2:22][CH2:21][CH2:20]2)=O)[C:7]2[NH:8][C:9]3[C:14]([C:6]=2[CH2:5][CH2:4][O:3]1)=[CH:13][CH:12]=[CH:11][CH:10]=3>P(Cl)(Cl)(Cl)=O>[CH:19]1([C:17]2[N:8]3[C:7]4[C:2]([CH3:1])([O:3][CH2:4][CH2:5][C:6]=4[C:14]4[C:9]3=[CH:10][CH:11]=[CH:12][CH:13]=4)[CH2:15][N:16]=2)[CH2:24][CH2:23][CH2:22][CH2:21][CH2:20]1. The yield is 57.0%. The reactants are CC1(OCCC2=C1NC1=CC=CC=C21)CNC(=O)C2CCCCC2 (N-[(1,3,4,9-tetrahydro-1-methylpyrano[3,4-b]indol-1-yl)methyl]-cyclohexancarboxamide). Yields the product C1(CCCCC1)C1=NCC2(OCCC=3C4=CC=CC=C4N1C23)C (3,3a,5,6-Tetrahydro-1-cyclohexyl-3a-methyl-4-oxa-2,10b-diazafluoranthene). The solvent is P(=O)(Cl)(Cl)Cl (phosphorus oxychloride).